describe an organic reaction: reactants, conditions, products, and yield From a dataset of the Open Reaction Database (ORD), a public repository of structured organic reaction records. Reactants: Cl (hydrochloric acid), C(C)(C)(C)OC(=O)N1CCC(CC1)(NC(=O)OCC)CN1C(CN(CC1)S(=O)(=O)C1=CC2=CC=C(C=C2C=C1)Cl)=O (1-[1-(tert-butoxycarbonyl)-4-ethoxycarbonylamino-4-piperidylmethyl]-4-(6-chloronaphthalene-2-sulfonyl)-2-piperazinone). The solvent is C(C)(=O)OCC (ethyl acetate), C(C)O (ethanol). Run at time 1 hour. The product is Cl.C(C)OC(=O)NC1(CCNCC1)CN1C(CN(CC1)S(=O)(=O)C1=CC2=CC=C(C=C2C=C1)Cl)=O (1-[4-ethoxycarbonylamino-4-piperidinylmethyl]-4-(6-chloronaphthalene-2-sulfonyl)-2-piperazinone hydrochloride). Isolated yield 159.0%. As a reaction SMILES: Cl.C(OC([N:9]1[CH2:14][CH2:13][C:12]([CH2:21][N:22]2[CH2:27][CH2:26][N:25]([S:28]([C:31]3[CH:40]=[CH:39][C:38]4[C:33](=[CH:34][CH:35]=[C:36]([Cl:41])[CH:37]=4)[CH:32]=3)(=[O:30])=[O:29])[CH2:24][C:23]2=[O:42])([NH:15][C:16]([O:18][CH2:19][CH3:20])=[O:17])[CH2:11][CH2:10]1)=O)(C)(C)C>C(OCC)(=O)C.C(O)C>[ClH:41].[CH2:19]([O:18][C:16]([NH:15][C:12]1([CH2:21][N:22]2[CH2:27][CH2:26][N:25]([S:28]([C:31]3[CH:40]=[CH:39][C:38]4[C:33](=[CH:34][CH:35]=[C:36]([Cl:41])[CH:37]=4)[CH:32]=3)(=[O:29])=[O:30])[CH2:24][C:23]2=[O:42])[CH2:13][CH2:14][NH:9][CH2:10][CH2:11]1)=[O:17])[CH3:20] |f:4.5|. Procedure details: A 4N hydrochloric acid solution in ethyl acetate (30 ml) and ethanol (6 ml) were added to 1-[1-(tert-butoxycarbonyl)-4-ethoxycarbonylamino-4-piperidylmethyl]-4-(6-chloronaphthalene-2-sulfonyl)-2-piperazinone (5.21 g), and the mixture was stirred at room temperature for 1 hour. The reaction solution was concentrated, the precipitated crystals were filtered, washed with ethyl acetate-ethanol, and dried to obtain 1-[4-ethoxycarbonylamino-4-piperidinylmethyl]-4-(6-chloronaphthalene-2-sulfonyl)-2-pip... Starting materials: C(C)(C)(C)OC(NC=1C=NC(=CC1)SCC)=O ((6-ethylsulfanylpyridin-3-yl)carbamic acid tert-butyl ester), CN(CCN(C)C)C (N,N,N′,N′-tetramethylethylenediamine), C(CCC)[Li] (n-butyllithium), solution, II (iodine). Product: C(C)(C)(C)OC(NC=1C=NC(=CC1I)SCC)=O ((6-ethylsulfanyl-4-iodopyridin-3-yl)carbamic acid tert-butyl ester). Isolated yield 67.5%. As a reaction SMILES: [C:1]([O:5][C:6](=[O:17])[NH:7][C:8]1[CH:9]=[N:10][C:11]([S:14][CH2:15][CH3:16])=[CH:12][CH:13]=1)([CH3:4])([CH3:3])[CH3:2].CN(C)CCN(C)C.C([Li])CCC.[I:31]I>C(OCC)C>[C:1]([O:5][C:6](=[O:17])[NH:7][C:8]1[CH:9]=[N:10][C:11]([S:14][CH2:15][CH3:16])=[CH:12][C:13]=1[I:31])([CH3:4])([CH3:3])[CH3:2]. Procedure details: To (6-ethylsulfanylpyridin-3-yl)carbamic acid tert-butyl ester (27.6 g; 0.108 mol) and N,N,N′,N′-tetramethylethylenediamine (27 mL; 0.180 mol) in 300 mL diethyl ether at −78° C. was added dropwise n-butyllithium (100 mL of a 2.5 M solution in hexanes; 0.25 mol). The mixture was stirred mechanically for 15 minutes, warmed to 0° C.-5° C., stirred for 3 hours, cooled to −78° C. and iodine (60.6 g; 0.239 mol) in 300 mL of diethyl ether was added dropwise. The mixture was slowly warmed to room temper... The solvent is C(C)OCC (diethyl ether), hexanes, C(C)OCC (diethyl ether). Run at temperature -78 celsius, time 15 minute. Product: ClC1=NC(=CC(=N1)NCCS(=O)(=O)O)Cl (2-(2,6-Dichloropyrimidin-4-ylamino)-ethanesulfonic acid). Reported procedure: A stirred mixture of 2,4,6-trichloropyrimidine (6.9 g) in 75 ml of tetrahydrofuran is treated with diisopropylethylamine (15 ml) and solid taurine (4.7 g). The resulting suspension is heated at reflux for 48 hours. The reaction mixture is cooled to 20°-25° followed by solvent evaporation which gives 26 g of an oil which is chromatographed on 170 g of silica gel and eluting with chloroform/5.0M ammonia in methanol (7/3). An initial fraction of 250 mL is collected followed by 20 ml fractions. Frac... The yield is 254.4%. Reaction SMILES: [Cl:1][C:2]1[N:7]=[C:6]([Cl:8])[CH:5]=[C:4](Cl)[N:3]=1.C(N(C(C)C)CC)(C)C.[NH2:19][CH2:20][CH2:21][S:22]([OH:25])(=[O:24])=[O:23]>O1CCCC1>[Cl:1][C:2]1[N:3]=[C:4]([NH:19][CH2:20][CH2:21][S:22]([OH:25])(=[O:24])=[O:23])[CH:5]=[C:6]([Cl:8])[N:7]=1. Starting materials: C(C)(C)N(CC)C(C)C (diisopropylethylamine), NCCS(=O)(=O)O (taurine), ClC1=NC(=CC(=N1)Cl)Cl (2,4,6-trichloropyrimidine). Solvent: O1CCCC1 (tetrahydrofuran). Reactants: C(#C)[Mg]Cl (ethynylmagnesium chloride), C(=O)(OC(C)(C)C)N1CCC(CC1)=O (Boc-4-piperidone), [Cl-].[NH4+] (ammonium chloride). Solvent: C1CCOC1 (THF), C1CCOC1 (THF), C1CCOC1 (THF). Yields the product C(=O)(OC(C)(C)C)N1CCC(CC1)(C#C)O (N-Boc-4-hydroxy-4-ethynyl-piperidine). As a reaction SMILES: [C:1]([Mg]Cl)#[CH:2].[C:5]([N:12]1[CH2:17][CH2:16][C:15](=[O:18])[CH2:14][CH2:13]1)([O:7][C:8]([CH3:11])([CH3:10])[CH3:9])=[O:6].[Cl-].[NH4+]>C1COCC1>[C:5]([N:12]1[CH2:17][CH2:16][C:15]([OH:18])([C:1]#[CH:2])[CH2:14][CH2:13]1)([O:7][C:8]([CH3:11])([CH3:10])[CH3:9])=[O:6] |f:2.3|. Procedure details: A solution of ethynylmagnesium chloride in THF (100 mL, 50 mmol) was diluted with THF (50 mL) and cooled in an ice-water bath. A solution of Boc-4-piperidone (5.06 g, 25.4 mmol) (Aldrich) in THF (50 mL) was added dropwise over 15 min. The mixture was stirred with cooling for 3 h. Aqueous ammonium chloride solution (100 mL, 15% W/V) was then added and the resulting mixture extracted with ether (2×200 mL). The ether layers were washed with saturated aqueous sodium chloride solution (200 mL), then ... Reactants: CCO, NN, O=C1c2ccccc2C(=O)N1CCCOc1cccc(C2OCCO2)c1, O. Product: NCCCOc1cccc(C2OCCO2)c1. As a reaction SMILES: [CH2:30]([OH:31])[CH3:32].[NH2:28][NH2:29].[O:1]1[CH:2]([c:6]2[cH:7][c:8]([O:9][CH2:10][CH2:11][CH2:12][N:13]3[C:14](=[O:15])[c:16]4[cH:17][cH:18][cH:19][cH:20][c:21]4[C:22]3=[O:23])[cH:24][cH:25][cH:26]2)[O:3][CH2:4][CH2:5]1.[OH2:27]>>[O:1]1[CH:2]([c:6]2[cH:7][c:8]([O:9][CH2:10][CH2:11][CH2:12][NH2:13])[cH:24][cH:25][cH:26]2)[O:3][CH2:4][CH2:5]1. Starting materials: FC(C(=O)NCC=1N=C2C(=NC1)NC(=C2)C2=CN(C1=CC=C(C=C21)OC)C)(F)F (2,2,2-trifluoro-N-((6-(5-methoxy-1-methyl-1H-indol-3-yl)-5H-pyrrolo[2,3-b]pyrazin-2-yl)methyl)acetamide), O1CCOCC1 (1,4-dioxane), COC=1C=CC(=CC1)P2(=S)SP(=S)(S2)C=3C=CC(=CC3)OC (Lawesson's reagent), COC=1C=CC(=CC1)P2(=S)SP(=S)(S2)C=3C=CC(=CC3)OC (Lawesson's reagent), O1CCOCC1 (1,4-dioxane). The reagents and catalysts are C(C)(=O)[O-].[Hg+2].C(C)(=O)[O-] (mercury(II) acetate), FC(C(=O)[O-])(F)F.[Hg+2].FC(C(=O)[O-])(F)F (mercury(II) trifluoroacetate). Run in CCOC(=O)C (EtOAc), CCOC(=O)C (EtOAc). Reaction conditions: temperature 85 celsius, time 3 hour. Yields the product COC=1C=C2C(=CN(C2=CC1)C)C1=CC2=C(N=CC=3N2C(=NC3)C(F)(F)F)N1 (7-(5-Methoxy-1-methyl-1H-indol-3-yl)-1-(trifluoromethyl)-6H-imidazo[1,5-a]pyrrolo[2,3-e]pyrazine). Isolated yield 8.5%. Reaction SMILES: [F:1][C:2]([F:29])([F:28])[C:3]([NH:5][CH2:6][C:7]1[N:8]=[C:9]2[CH:15]=[C:14]([C:16]3[C:24]4[C:19](=[CH:20][CH:21]=[C:22]([O:25][CH3:26])[CH:23]=4)[N:18]([CH3:27])[CH:17]=3)[NH:13][C:10]2=[N:11][CH:12]=1)=O.O1CCOCC1.COC1C=CC(P2(SP(C3C=CC(OC)=CC=3)(=S)S2)=S)=CC=1>CCOC(C)=O.C([O-])(=O)C.[Hg+2].C([O-])(=O)C.FC(F)(F)C([O-])=O.[Hg+2].FC(F)(F)C([O-])=O>[CH3:26][O:25][C:22]1[CH:23]=[C:24]2[C:19](=[CH:20][CH:21]=1)[N:18]([CH3:27])[CH:17]=[C:16]2[C:14]1[NH:13][C:10]2[N:11]=[CH:12][C:7]3[N:8]([C:3]([C:2]([F:1])([F:29])[F:28])=[N:5][CH:6]=3)[C:9]=2[CH:15]=1 |f:4.5.6,7.8.9|. Reported procedure: To a round bottom flask was added 2,2,2-trifluoro-N-((6-(5-methoxy-1-methyl-1H-indol-3-yl)-5H-pyrrolo[2,3-b]pyrazin-2-yl)methyl)acetamide (0.086 g, 0.213 mmol, prepared using J.1 from Preparation #I.1 with trifluoroacetic anhydride and M with TBAF), 1,4-dioxane (5 mL) and Lawesson's reagent (0.052 g, 0.128 mmol). The mixture was heated at about 85° C. for about 90 min. More Lawesson's reagent (0.052 g, 0.128 mmol) was added and the mixture was stirred at about 85° C. for about 3 h. The mixture w... Reactants: O=[N+]([O-])c1ccc(F)c(F)c1, [K+], [K+], O=C([O-])[O-], CN(C)C=O, O, c1cn[nH]c1. The product is O=[N+]([O-])c1ccc(-n2cccn2)c(F)c1. As a reaction SMILES: [F:1][c:2]1[cH:3][c:4]([N+:9](=[O:10])[O-:11])[cH:5][cH:6][c:7]1[F:8].[K+:17].[K+:18].[O-:19][C:20]([O-:21])=[O:22].[O:24]=[CH:25][N:26]([CH3:27])[CH3:28].[OH2:23].[nH:12]1[n:13][cH:14][cH:15][cH:16]1>>[F:1][c:2]1[cH:3][c:4]([N+:9](=[O:10])[O-:11])[cH:5][cH:6][c:7]1-[n:12]1[n:13][cH:14][cH:15][cH:16]1. Reactants: ClC=1C=CC=C2CCC(CC12)=O (8-chloro-2-tetralone), C(CC)NCCC (dipropylamine), [BH4-].[Na+] (sodium borohydride), Cl (hydrochloric acid), crude material. The reagents and catalysts are C1(=CC=C(C=C1)S(=O)(=O)O)C (p-toluenesulfonic acid). The solvent is C1=CC=CC=C1 (benzene), C(C)O (ethanol), O (water), CO (methanol), C(C)(=O)O (acetic acid). Run at time 18 hour. The product is C(CC)N(C1CC2=C(C=CC=C2CC1)Cl)CCC (2-Di-n-propylamino-8-chloro-1,2,3,4-tetrahydronaphthalene). The yield is 39.7%. As a reaction SMILES: [Cl:1][C:2]1[CH:3]=[CH:4][CH:5]=[C:6]2[C:11]=1[CH2:10][C:9](=O)[CH2:8][CH2:7]2.[CH2:13]([NH:16][CH2:17][CH2:18][CH3:19])[CH2:14][CH3:15].[BH4-].[Na+].Cl>C1C=CC=CC=1.CO.C(O)C.C1(C)C=CC(S(O)(=O)=O)=CC=1.C(O)(=O)C.O>[CH2:13]([N:16]([CH2:17][CH2:18][CH3:19])[CH:9]1[CH2:8][CH2:7][C:6]2[C:11](=[C:2]([Cl:1])[CH:3]=[CH:4][CH:5]=2)[CH2:10]1)[CH2:14][CH3:15] |f:2.3|. Procedure: To a solution of 8-chloro-2-tetralone (3.0 gm, 16.6 mMol) in benzene (25 mL) were added dipropylamine (3.35 mL, 33.2 mMol) and p-toluenesulfonic acid (100 mg), and the reaction mixture was heated at reflux for 4 hours with constant water removal (Dean-Stark trap). The reaction mixture was then cooled to room temperature, and the volatiles were removed in vacuo to give a dark viscous residue. To a solution of this crude material in methanol (30 mL) were added acetic acid (3 mL) followed by the dr...